This data is from the Open Reaction Database (ORD), a public repository of structured organic reaction records. The task is: describe an organic reaction: reactants, conditions, products, and yield Reactants: Cc1cc(Br)cc(C)c1F, CN(C)C=O, C[S-], CCOCC, [Na+], O. The product is CSc1c(C)cc(Br)cc1C. RXN SMILES: [Br:1][c:2]1[cH:3][c:4]([CH3:10])[c:5]([F:9])[c:6]([CH3:8])[cH:7]1.[CH3:11][N:12]([CH3:13])[CH:14]=[O:15].[CH3:16][S-:17].[CH3:20][CH2:21][O:22][CH2:23][CH3:24].[Na+:18].[OH2:19]>>[Br:1][c:2]1[cH:3][c:4]([CH3:10])[c:5]([S:17][CH3:16])[c:6]([CH3:8])[cH:7]1. Starting materials: CC(=O)Cl, Cl, CCOC(=O)c1c(C)cc(C(=O)O)c(N)c1C, O, c1ccncc1, c1ccccc1. Product: CCOC(=O)c1c(C)cc(C(=O)O)c(NC(C)=O)c1C. As a reaction SMILES: [CH3:24][C:25]([Cl:26])=[O:27].[ClH:28].[NH2:1][c:2]1[c:3]([C:4](=[O:5])[OH:6])[cH:7][c:8]([CH3:17])[c:9]([C:12](=[O:13])[O:14][CH2:15][CH3:16])[c:10]1[CH3:11].[OH2:35].[cH:18]1[cH:19][cH:20][n:21][cH:22][cH:23]1.[cH:29]1[cH:30][cH:31][cH:32][cH:33][cH:34]1>>[NH:1]([c:2]1[c:3]([C:4](=[O:5])[OH:6])[cH:7][c:8]([CH3:17])[c:9]([C:12](=[O:13])[O:14][CH2:15][CH3:16])[c:10]1[CH3:11])[C:25]([CH3:24])=[O:27].